Task: describe an organic reaction: reactants, conditions, products, and yield. Dataset: the Open Reaction Database (ORD), a public repository of structured organic reaction records The reactants are C(C)OC(=O)N1N=C(C2=C1SC(=C2)C(=O)OC(C)(C)C)NC(C2=C(C=CC=C2)N)=O (3-(2-Amino-benzoylamino)-thieno[2,3-c]pyrazole-1,5-dicarboxylic acid 5-tert-butyl ester 1-ethyl ester), solution. The solvent is CO (methanol). Product: C(C)(C)(C)OC(=O)C1=CC2=C(NN=C2NC(C2=C(C=CC=C2)N)=O)S1 (3-(2-Amino-benzoylamino)-1H-thieno[2,3-c]pyrazole-5-carboxylic Acid tert-butyl Ester). The yield is 91.4%. As a reaction SMILES: C(OC([N:6]1[C:10]2[S:11][C:12]([C:14]([O:16][C:17]([CH3:20])([CH3:19])[CH3:18])=[O:15])=[CH:13][C:9]=2[C:8]([NH:21][C:22](=[O:30])[C:23]2[CH:28]=[CH:27][CH:26]=[CH:25][C:24]=2[NH2:29])=[N:7]1)=O)C>CO>[C:17]([O:16][C:14]([C:12]1[S:11][C:10]2[NH:6][N:7]=[C:8]([NH:21][C:22](=[O:30])[C:23]3[CH:28]=[CH:27][CH:26]=[CH:25][C:24]=3[NH2:29])[C:9]=2[CH:13]=1)=[O:15])([CH3:20])([CH3:18])[CH3:19]. Reported procedure: 30 mg of 3-(2-Amino-benzoylamino)-thieno[2,3-c]pyrazole-1,5-dicarboxylic acid 5-tert-butyl ester 1-ethyl ester (0.058 mmol) were treated with a 10% solution of TEA and methanol (8 mL) at room temperature for 3 hours. The solvent was removed under vacuum and the residue was purified by flash chromatography (eluant dichloromethane/methanol 99/1) yielding 19 mg (91%) of the title compound. Reactants: FC1=C(F)C(F)(F)SC1, FC1=C(F)C(F)(F)SC1(F)F, O=S(=O)=O. Product: O=C1SC(F)(F)C(F)=C1F. Reaction SMILES: [F:16][C:17]1=[C:23]([F:24])[C:20]([F:21])([F:22])[S:19][CH2:18]1.[F:5][C:6]1([F:15])[C:7]([F:14])=[C:8]([F:13])[C:9]([F:11])([F:12])[S:10]1.[O:1]=[S:2](=[O:3])=[O:4]>>[O:1]=[C:9]1[C:8]([F:13])=[C:7]([F:14])[C:6]([F:5])([F:15])[S:10]1. The reactants are O=C(Cl)c1cc(F)ccc1F, NCc1cn(-c2ccccc2)c2cc(Cl)ccc2c1=O. Product: O=C(NCc1cn(-c2ccccc2)c2cc(Cl)ccc2c1=O)c1cc(F)ccc1F. Reaction SMILES: [F:21][c:22]1[c:23]([C:24](=[O:25])[Cl:26])[cH:27][c:28]([F:31])[cH:29][cH:30]1.[NH2:1][CH2:2][c:3]1[cH:4][n:5](-[c:15]2[cH:16][cH:17][cH:18][cH:19][cH:20]2)[c:6]2[cH:7][c:8]([Cl:14])[cH:9][cH:10][c:11]2[c:12]1=[O:13]>>[NH:1]([CH2:2][c:3]1[cH:4][n:5](-[c:15]2[cH:16][cH:17][cH:18][cH:19][cH:20]2)[c:6]2[cH:7][c:8]([Cl:14])[cH:9][cH:10][c:11]2[c:12]1=[O:13])[C:24]([c:23]1[c:22]([F:21])[cH:30][cH:29][c:28]([F:31])[cH:27]1)=[O:25]. RXN SMILES: CS([O:5][CH2:6][C:7]1[C:8]([C:16]2[CH:21]=[CH:20][C:19]([CH3:22])=[CH:18][C:17]=2[F:23])=[N:9][S:10][C:11]=1[C:12]([F:15])([F:14])[F:13])(=O)=O.[F:24][C:25]1[CH:26]=[C:27]([CH2:33][CH2:34][C:35]([O:37]CC)=[O:36])[CH:28]=[C:29]([F:32])[C:30]=1O>>[F:24][C:25]1[CH:26]=[C:27]([CH2:33][CH2:34][C:35]([OH:37])=[O:36])[CH:28]=[C:29]([F:32])[C:30]=1[O:5][CH2:6][C:7]1[C:8]([C:16]2[CH:21]=[CH:20][C:19]([CH3:22])=[CH:18][C:17]=2[F:23])=[N:9][S:10][C:11]=1[C:12]([F:15])([F:14])[F:13]. Starting materials: CS(=O)(=O)OCC=1C(=NSC1C(F)(F)F)C1=C(C=C(C=C1)C)F ((3-(2-fluoro-4-methylphenyl)-5-(trifluoromethyl)isothiazol-4-yl)methyl methanesulfonate), FC=1C=C(C=C(C1O)F)CCC(=O)OCC (ethyl 3-(3,5-difluoro-4-hydroxyphenyl)propanoate). Yields the product FC=1C=C(C=C(C1OCC=1C(=NSC1C(F)(F)F)C1=C(C=C(C=C1)C)F)F)CCC(=O)O (3-(3,5-difluoro-4-[[3-(2-fluoro-4-methylphenyl)-5-(trifluoromethyl)-1,2-thiazol-4-yl]methoxy]phenyl)propanoic acid). Procedure details: The title compound was prepared according to the procedure described in Example 1 starting following Step 5 and 6 coupling (3-(2-fluoro-4-methylphenyl)-5-(trifluoromethyl)isothiazol-4-yl)methyl methanesulfonate and ethyl 3-(3,5-difluoro-4-hydroxyphenyl)propanoate followed by hydrolysis to afford the desired product as an off-white solid. 1H NMR (400 MHz, CD3OD) δ 7.22-7.26 (m, 1H), 7.05-7.09 (m, 2H), 6.73-6.78 (m, 2H), 5.17 (s, 2H), 2.84 (t, J=7.2 Hz, 2H), 2.59 (t, J=7.8 Hz, 2H), 2.44 (s, 3H). M... Reactants: [Cl-], [N-]=[N+]=[N-], [NH4+], [Na+], O=C1c2ccccc2C(=O)N1CC1CO1, CN(C)C=O. Yields the product [N-]=[N+]=NCC(O)CN1C(=O)c2ccccc2C1=O. As a reaction SMILES: [Cl-:20].[N-:17]=[N+:18]=[N-:19].[NH4+:21].[Na+:16].[O:1]1[CH:2]([CH2:3][N:4]2[C:5](=[O:14])[c:6]3[c:7]([cH:10][cH:11][cH:12][cH:13]3)[C:8]2=[O:9])[CH2:15]1.[O:22]=[CH:23][N:24]([CH3:25])[CH3:26]>>[OH:1][CH:2]([CH2:3][N:4]1[C:5](=[O:14])[c:6]2[c:7]([cH:10][cH:11][cH:12][cH:13]2)[C:8]1=[O:9])[CH2:15][N:17]=[N+:18]=[N-:19]. The reactants are N#Cc1ccc(F)cc1CBr, CN1CCCC1=O, Cc1ccccc1, CCN(C(C)C)C(C)C, Cn1c(=O)cc(Cl)[nH]c1=O, O. Yields the product Cn1c(=O)cc(Cl)n(Cc2cc(F)ccc2C#N)c1=O. Reaction SMILES: [Br:20][CH2:21][c:22]1[c:23]([C:24]#[N:25])[cH:26][cH:27][c:28]([F:30])[cH:29]1.[CH3:32][N:33]1[CH2:34][CH2:35][CH2:36][C:37]1=[O:38].[CH3:39][c:40]1[cH:41][cH:42][cH:43][cH:44][cH:45]1.[CH:11]([N:12]([CH2:13][CH3:14])[CH:15]([CH3:16])[CH3:17])([CH3:18])[CH3:19].[Cl:1][c:2]1[cH:3][c:4](=[O:10])[n:5]([CH3:9])[c:6](=[O:8])[nH:7]1.[OH2:31]>>[Cl:1][c:2]1[cH:3][c:4](=[O:10])[n:5]([CH3:9])[c:6](=[O:8])[n:7]1[CH2:21][c:22]1[c:23]([C:24]#[N:25])[cH:26][cH:27][c:28]([F:30])[cH:29]1.